This data is from the Open Reaction Database (ORD), a public repository of structured organic reaction records. The task is: describe an organic reaction: reactants, conditions, products, and yield The reactants are Cl.C(C)(OCC)=N (ethyl acetimidate hydrochloride), FC1=CC=C(C(=O)NN)C=C1 (4-fluoro-benzoic acid hydrazide). Yields the product N=C(C)N(N)C(C1=CC=C(C=C1)F)=O (4-fluoro-benzoic acid-(1-imino-ethyl)-hydrazide). As a reaction SMILES: Cl.[C:2](=[NH:7])(OCC)[CH3:3].[F:8][C:9]1[CH:18]=[CH:17][C:12]([C:13]([NH:15][NH2:16])=[O:14])=[CH:11][CH:10]=1>>[NH:7]=[C:2]([N:15]([C:13](=[O:14])[C:12]1[CH:17]=[CH:18][C:9]([F:8])=[CH:10][CH:11]=1)[NH2:16])[CH3:3] |f:0.1|. Procedure: Prepared from 7.2 g (58 mmol) ethyl acetimidate hydrochloride and 5.00 g (32 mmol) 4-fluoro-benzoic acid hydrazide analogously to the method described for intermediate product la). Yield: 5.78 g (91%); mass spectroscopy [M+H]+=196. Conditions: temperature -30 celsius. Yields the product CCOC(=O)C.CCCCCC (AcOEt hexane). Yield: 82.0%. Reactants: N([C@@H](CC1=CC=C2C=CC=CC2=C1)C(=O)COS(=O)(=O)C1=CC=C(C)C=C1)C(=O)OC(C)(C)C (Boc-Nal-CH2OTs), C(C)(C)(C)OC(=O)N([C@@H](C)CO)C1=CC=CC2=CC=CC=C12 (N-t-butyloxycarbonylnaphthylalaninol), S(=O)(=O)(C1=CC=C(C)C=C1)Cl (Tosyl chloride). As a reaction SMILES: N([C:28]([O:30][C:31]([CH3:34])(C)C)=[O:29])[C@H:2]([C:14]([CH2:16]OS(C1C=CC(C)=CC=1)(=O)=O)=O)[CH2:3][C:4]1C=C2C(C=CC=C2)=C[CH:5]=1.[C:35](OC(N(C1C2C(=CC=CC=2)C=CC=1)[C@H](CO)C)=O)(C)(C)C.S(Cl)(C1C=CC(C)=CC=1)(=O)=O>N1C=CC=CC=1>[CH3:34][CH2:31][O:30][C:28]([CH3:35])=[O:29].[CH3:16][CH2:14][CH2:2][CH2:3][CH2:4][CH3:5] |f:4.5|. Reported procedure: Boc-Nal-CH2OTs. N-t-butyloxycarbonylnaphthylalaninol (3.71 g; 12.3 mmol) was dissolved in pyridine (15 ml) and the solution was cooled to -30° C. Tosyl chloride (2.36 g; 12.4 mmol) was added and the mixture was stirred to clearness at -30° C. and then put into the refrigerator overnight. Pyridine was removed in vacuo and the product was extracted with ether (4×30 ml). The organic layer was washed with 1N HCl (2×30 ml), H2O (1×30 ml), NaHCO3 5% (2×30 ml) and saturated NaCl (1×30 ml), then dried o... Run in N1=CC=CC=C1 (pyridine).